This data is from the Open Reaction Database (ORD), a public repository of structured organic reaction records. The task is: describe an organic reaction: reactants, conditions, products, and yield The reactants are FC(C(=O)O)(F)F.N[C@@H]1[C@H]([C@H]([C@@H](C1)N1C2=NC(=NC(=C2N=C1)Cl)Cl)O)O ((1S,2R,3S,5R)-3-amino-5-(2,6-dichloro-purin-9-yl)-cyclopentane-1,2-diol trifluoroacetate), CCN(C(C)C)C(C)C (DIPEA), C(CC)(=O)Cl (propionyl chloride). Solvent: C1CCOC1 (THF). Run at time 2 hour. Yields the product ClC1=NC(=C2N=CN(C2=N1)[C@H]1[C@@H]([C@@H]([C@H](C1)NC(CC)=O)O)O)Cl (N-[(1S,2R,3S,4R)-4-(2,6-Dichloro-purin-9-yl)-2,3-dihydroxy-cyclopentyl]-propionamide). As a reaction SMILES: FC(F)(F)C(O)=O.[NH2:8][C@H:9]1[CH2:13][C@@H:12]([N:14]2[CH:22]=[N:21][C:20]3[C:15]2=[N:16][C:17]([Cl:24])=[N:18][C:19]=3[Cl:23])[C@H:11]([OH:25])[C@@H:10]1[OH:26].CCN(C(C)C)C(C)C.[C:36](Cl)(=[O:39])[CH2:37][CH3:38]>C1COCC1>[Cl:24][C:17]1[N:16]=[C:15]2[C:20]([N:21]=[CH:22][N:14]2[C@@H:12]2[CH2:13][C@H:9]([NH:8][C:36](=[O:39])[CH2:37][CH3:38])[C@@H:10]([OH:26])[C@H:11]2[OH:25])=[C:19]([Cl:23])[N:18]=1 |f:0.1|. Procedure: A solution of (1S,2R,3S,5R)-3-amino-5-(2,6-dichloro-purin-9-yl)-cyclopentane-1,2-diol trifluoroacetate (0.304 g, 1.0 mmol) in THF (10 mL) is treated with DIPEA (0.387 g, 3.0 mmol) followed by propionyl chloride (0.093 g, 1.0 mmol). After stirring at RT for 2 hours, the solvent is removed in vacuo and the title compound is obtained after purification by reverse phase column chromatography (Isolute™ C18, 0-100% acetonitrile in water 0.1% TFA). MS (ES+) m/e 360 (MH+).